describe an organic reaction: reactants, conditions, products, and yield From a dataset of the Open Reaction Database (ORD), a public repository of structured organic reaction records. Starting materials: N#CC(Cl)c1cccc(Oc2ccccc2)c1, ClCCl, C1CCOC1, CS(C)=O, CC(C)C(C(=O)O)c1cc2cc(Cl)ccc2s1, [K+], [K+], O=C([O-])[O-]. The product is CC(C)C(C(=O)OC(C#N)c1cccc(Oc2ccccc2)c1)c1cc2cc(Cl)ccc2s1. Reaction SMILES: [C:27](#[N:28])[CH:29]([c:30]1[cH:31][c:32]([O:36][c:37]2[cH:38][cH:39][cH:40][cH:41][cH:42]2)[cH:33][cH:34][cH:35]1)[Cl:43].[CH2:1]([Cl:2])[Cl:3].[CH2:48]1[O:49][CH2:50][CH2:51][CH2:52]1.[CH3:44][S:45]([CH3:46])=[O:47].[Cl:4][c:5]1[cH:6][cH:7][c:8]2[c:9]([cH:10][c:11]([CH:13]([C:14](=[O:15])[OH:16])[CH:17]([CH3:18])[CH3:19])[s:12]2)[cH:20]1.[K+:21].[K+:22].[O-:23][C:24]([O-:25])=[O:26]>>[Cl:4][c:5]1[cH:6][cH:7][c:8]2[c:9]([cH:10][c:11]([CH:13]([C:14](=[O:15])[O:16][CH:29]([C:27]#[N:28])[c:30]3[cH:31][c:32]([O:36][c:37]4[cH:38][cH:39][cH:40][cH:41][cH:42]4)[cH:33][cH:34][cH:35]3)[CH:17]([CH3:18])[CH3:19])[s:12]2)[cH:20]1. The reactants are N1=CC(=CC=C1)CN (3-picolylamine), COC(=O)CCC1=CC=C(C=CC(=O)O)C=C1 (4-[2-(methoxycarbonyl)ethyl]cinnamic acid), S(=O)(Cl)Cl (thionyl chloride). Reagents/catalysts: CN(C=O)C (dimethylformamide). The solvent is C(C)(=O)OCC (ethyl acetate), ClCCl (dichloromethane), C(C)(=O)OCC (ethyl acetate). Product: N1=CC(=CC=C1)CNC(=O)/C=C/C1=CC=C(C=C1)CCC(=O)OC (methyl 3-[4-[(E)-2-[N-(3-pyridylmethyl)carbamoyl]ethenyl]phenyl]propionate). Yield: 85.6%. As a reaction SMILES: [CH3:1][O:2][C:3]([CH2:5][CH2:6][C:7]1[CH:17]=[CH:16][C:10]([CH:11]=[CH:12][C:13]([OH:15])=O)=[CH:9][CH:8]=1)=[O:4].S(Cl)(Cl)=O.[N:22]1[CH:27]=[CH:26][CH:25]=[C:24]([CH2:28][NH2:29])[CH:23]=1>CN(C)C=O.ClCCl.C(OCC)(=O)C>[N:22]1[CH:27]=[CH:26][CH:25]=[C:24]([CH2:28][NH:29][C:13](/[CH:12]=[CH:11]/[C:10]2[CH:9]=[CH:8][C:7]([CH2:6][CH2:5][C:3]([O:2][CH3:1])=[O:4])=[CH:17][CH:16]=2)=[O:15])[CH:23]=1. Reported procedure: A solution of 4-[2-(methoxycarbonyl)ethyl]cinnamic acid (2.38 g), thionyl chloride (0.82 ml) and dimethylformamide (2 drops) in 50 ml dichloromethane was heated at reflux for 30 minutes. After evaporation of dichloromethane and low-boiling components, the residue was dried under reduced pressure to give a solid, which was then dissolved in 20 ml ethyl acetate and stirred with 1.10 g of 3-picolylamine in 20 ml ethyl acetate at room temperature for 30 minutes. After the reaction mixture was washed... Reactants: CCCCCCCC(=O)OCC(COC(=O)CCCCCCC)OCn1cnc2c(=O)[nH]c(NC(c3ccccc3)(c3ccccc3)c3ccc(OC)cc3)nc21, CC(=O)O, O. The product is CCCCCCCC(=O)OCC(COC(=O)CCCCCCC)OCn1cnc2c(=O)[nH]c(N)nc21. RXN SMILES: [CH3:1][O:2][c:3]1[cH:4][cH:5][c:6]([C:7]([c:8]2[cH:9][cH:46][cH:47][cH:48][cH:49]2)([NH:10][c:11]2[nH:12][c:13](=[O:45])[c:14]3[n:15][cH:16][n:17]([CH2:20][O:21][CH:22]([CH2:23][O:24][C:25]([CH2:26][CH2:27][CH2:28][CH2:29][CH2:30][CH2:31][CH3:32])=[O:33])[CH2:34][O:35][C:36]([CH2:37][CH2:38][CH2:39][CH2:40][CH2:41][CH2:42][CH3:43])=[O:44])[c:18]3[n:19]2)[c:50]2[cH:51][cH:52][cH:53][cH:54][cH:55]2)[cH:56][cH:57]1.[CH3:58][C:59](=[O:60])[OH:61].[OH2:62]>>[NH2:10][c:11]1[nH:12][c:13](=[O:45])[c:14]2[n:15][cH:16][n:17]([CH2:20][O:21][CH:22]([CH2:23][O:24][C:25]([CH2:26][CH2:27][CH2:28][CH2:29][CH2:30][CH2:31][CH3:32])=[O:33])[CH2:34][O:35][C:36]([CH2:37][CH2:38][CH2:39][CH2:40][CH2:41][CH2:42][CH3:43])=[O:44])[c:18]2[n:19]1. Reactants: Nc1ccc(F)cc1Br, Cc1ccccc1, CCO, OB(O)c1ccc(Cl)c(F)c1, O, c1ccc(P(c2ccccc2)(c2ccccc2)[Pd](P(c2ccccc2)(c2ccccc2)c2ccccc2)(P(c2ccccc2)(c2ccccc2)c2ccccc2)P(c2ccccc2)(c2ccccc2)c2ccccc2)cc1. Yields the product Nc1ccc(F)cc1-c1ccc(Cl)c(F)c1. Reaction SMILES: [Br:12][c:13]1[c:14]([NH2:15])[cH:16][cH:17][c:18]([F:20])[cH:19]1.[CH3:22][c:23]1[cH:24][cH:25][cH:26][cH:27][cH:28]1.[CH3:29][CH2:30][OH:31].[Cl:1][c:2]1[c:3]([F:11])[cH:4][c:5]([B:8]([OH:9])[OH:10])[cH:6][cH:7]1.[OH2:21].[cH:32]1[cH:33][cH:34][c:35]([P:36]([Pd:37]([P:38]([c:39]2[cH:40][cH:41][cH:42][cH:43][cH:44]2)([c:45]2[cH:46][cH:47][cH:48][cH:49][cH:50]2)[c:51]2[cH:52][cH:53][cH:54][cH:55][cH:56]2)([P:57]([c:58]2[cH:59][cH:60][cH:61][cH:62][cH:63]2)([c:64]2[cH:65][cH:66][cH:67][cH:68][cH:69]2)[c:70]2[cH:71][cH:72][cH:73][cH:74][cH:75]2)[P:76]([c:77]2[cH:78][cH:79][cH:80][cH:81][cH:82]2)([c:83]2[cH:84][cH:85][cH:86][cH:87][cH:88]2)[c:89]2[cH:90][cH:91][cH:92][cH:93][cH:94]2)([c:95]2[cH:96][cH:97][cH:98][cH:99][cH:100]2)[c:101]2[cH:102][cH:103][cH:104][cH:105][cH:106]2)[cH:107][cH:108]1>>[Cl:1][c:2]1[c:3]([F:11])[cH:4][c:5](-[c:13]2[c:14]([NH2:15])[cH:16][cH:17][c:18]([F:20])[cH:19]2)[cH:6][cH:7]1. Starting materials: C1=C(CCC2=CC=CC=C12)C(=O)N (3,4-dihydro-2-naphthalenecarboxamide), ClCC(=O)CCl (1,3-dichloroacetone). The product is ClCC=1N=C(OC1)C1=CC2=CC=CC=C2CC1 (4-chloromethyl-2-(3,4-dihydro-2-naphthyl)oxazole). Isolated yield 60.0%. As a reaction SMILES: [CH:1]1[C:10]2[C:5](=[CH:6][CH:7]=[CH:8][CH:9]=2)[CH2:4][CH2:3][C:2]=1[C:11]([NH2:13])=[O:12].[Cl:14][CH2:15][C:16]([CH2:18]Cl)=O>>[Cl:14][CH2:15][C:16]1[N:13]=[C:11]([C:2]2[CH2:3][CH2:4][C:5]3[C:10](=[CH:9][CH:8]=[CH:7][CH:6]=3)[CH:1]=2)[O:12][CH:18]=1. Procedure: In substantially the same manner as in Reference Example 31, 3,4-dihydro-2-naphthalenecarboxamide was allowed to react with 1,3-dichloroacetone to give 4-chloromethyl-2-(3,4-dihydro-2-naphthyl)oxazole. The yield was 60%. Recrystallization from isopropyl ether gave colorless prisms, mp 73-74° C. Starting materials: zeolite, O.[O-2].[O-2].[O-2].[O-2].[O-2].[O-2].[Na+].[Na+].[Al+3].[Al+3].[Si+4] (zeolite A). Run in [OH-].[Na+] (sodium hydroxide). The product is [Si]([O-])([O-])([O-])[O-].[Na+].[Na+].[Na+].[Na+] (sodium silicate). As a reaction SMILES: [OH2:1].[O-2:2].[O-2:3].[O-2:4].[O-2].[O-2].[O-2].[Na+:8].[Na+].[Al+3].[Al+3].[Si+4:12]>[OH-].[Na+]>[Si:12]([O-:4])([O-:3])([O-:2])[O-:1].[Na+:8].[Na+:8].[Na+:8].[Na+:8] |f:0.1.2.3.4.5.6.7.8.9.10.11,12.13,14.15.16.17.18|. Reported procedure: In another embodiment of the present invention for the production of zeolite X, zeolite A or combinations thereof, the present invention achieves its objectives by dissolving sand in a sodium hydroxide solution at a pressure of at least 100 psig heated to a temperature of at least 130° C. to produce a sodium silicate solution having a silica to sodium oxide molar ratio of between 2.4:1 and 2.8:1, activating the sodium silicate thus formed with alumina, forming a sodium aluminate solution, adding... The reactants are FC1=CC=C(C=C1)C=1C=2C(N=C(C1C1=CC=NC=C1)C1=CC=C(C=C1)F)=NN(C2)CC(=O)O (2-[4,6-Bis(4-fluorophenyl)-5-(4-pyridyl)pyrazolo[3,4-b]pyridin-2-yl]acetic acid), C1(CCCCC1)N=C=NC1CCCCC1 (N,N′-dicyclohexylcarbodiimide), ON1N=NC2=C1C=CC=C2 (1-hydroxybenzotriazole), N1CCOCC1 (morpholine). Solvent: CN(C)C=O (DMF), CCOC(=O)C (EtOAc). Conditions: time 15 minute. Yields the product FC1=CC=C(C=C1)C=1C=2C(N=C(C1C1=CC=NC=C1)C1=CC=C(C=C1)F)=NN(C2)CC(=O)N2CCOCC2 (2-[4,6-Bis(4-fluorophenyl)-5-(4-pyridyl)pyrazolo[3,4-b]pyridin-2-yl]-1-(morpholin-4-yl)ethanone). The yield is 35.2%. Reaction SMILES: [F:1][C:2]1[CH:7]=[CH:6][C:5]([C:8]2[C:9]3[C:10](=[N:27][N:28]([CH2:30][C:31]([OH:33])=O)[CH:29]=3)[N:11]=[C:12]([C:20]3[CH:25]=[CH:24][C:23]([F:26])=[CH:22][CH:21]=3)[C:13]=2[C:14]2[CH:19]=[CH:18][N:17]=[CH:16][CH:15]=2)=[CH:4][CH:3]=1.C1(N=C=NC2CCCCC2)CCCCC1.ON1C2C=CC=CC=2N=N1.[NH:59]1[CH2:64][CH2:63][O:62][CH2:61][CH2:60]1>CN(C=O)C.CCOC(C)=O>[F:1][C:2]1[CH:3]=[CH:4][C:5]([C:8]2[C:9]3[C:10](=[N:27][N:28]([CH2:30][C:31]([N:59]4[CH2:64][CH2:63][O:62][CH2:61][CH2:60]4)=[O:33])[CH:29]=3)[N:11]=[C:12]([C:20]3[CH:21]=[CH:22][C:23]([F:26])=[CH:24][CH:25]=3)[C:13]=2[C:14]2[CH:15]=[CH:16][N:17]=[CH:18][CH:19]=2)=[CH:6][CH:7]=1. Procedure: To a solution of 2-[4,6-bis(4-fluorophenyl)-5-(4-pyridyl)pyrazolo[3,4-b]pyridin-2-yl]acetic acid (0.05 g, 0.1 mmol, obtained in example 44) in DMF (1 mL), N,N′-dicyclohexylcarbodiimide (0.02 g, 0.1 mmol) and 1-hydroxybenzotriazole (0.02 g, 0.1 mmol) were added under argon atmosphere. The mixture was stirred for 15 min and morpholine (0.01 g, 0.1 mmol) was added. This was stirred at room temperature for 2 days. EtOAc was added and the mixture was filtered. The filtrate was washed with saturated N... The reactants are ClC1=CC(=NC=N1)NC(=O)C=1N(S(C2=C(C1O)C=CC1=CC=CC=C12)(=O)=O)C (N-(6-Chloro-4-pyrimidyl)-4-hydroxy-2-methyl-2H-naphtho[2,1-e]-1,2-thiazine-3-carboxamide-1,1-dioxide), ClC1=CC(=NC=N1)NC(=O)C=1NS(C2=C(C1O)C=CC1=CC=CC=C12)(=O)=O (N-(6-chloro-4-pyrimidyl)-4-hydroxy-2H-naphtho[2,1-e]-1,2-thiazine-3-carboxamide-1,1-dioxide), CI (methyl iodide). Product: ClC=1C=C(C=CC1)NC(=O)C=1N(S(C2=C(C1O)C=CC1=CC=CC=C12)(=O)=O)C (N-(3-Chloro-phenyl)-4-hydroxy-2-methyl-2H-naphtho[2,1-e]-1,2-thiazine-3-carboxamide-1,1-dioxide). As a reaction SMILES: [Cl:1][C:2]1N=CN=[C:4]([NH:8][C:9]([C:11]2[N:12]([CH3:28])[S:13](=[O:27])(=[O:26])[C:14]3[C:25]4[C:20](=[CH:21][CH:22]=[CH:23][CH:24]=4)[CH:19]=[CH:18][C:15]=3[C:16]=2[OH:17])=[O:10])[CH:3]=1.Cl[C:30]1N=CN=[C:32](NC(C2NS(=O)(=O)C3C4C(=CC=CC=4)C=CC=3C=2O)=O)[CH:31]=1.CI>>[Cl:1][C:2]1[CH:3]=[C:4]([NH:8][C:9]([C:11]2[N:12]([CH3:28])[S:13](=[O:26])(=[O:27])[C:14]3[C:25]4[C:20](=[CH:21][CH:22]=[CH:23][CH:24]=4)[CH:19]=[CH:18][C:15]=3[C:16]=2[OH:17])=[O:10])[CH:30]=[CH:31][CH:32]=1. Procedure: N-(6-Chloro-4-pyrimidyl)-4-hydroxy-2-methyl-2H-naphtho[2,1-e]-1,2-thiazine-3-carboxamide-1,1-dioxide, m.p. 263° C (decomp.), from N-(6-chloro-4-pyrimidyl)-4-hydroxy-2H-naphtho[2,1-e]-1,2-thiazine-3-carboxamide-1,1-dioxide and methyl iodide. Reactants: C(C)(C)(C)NC(=O)C1=CN(C2=NC=C(N=C21)C2=NNC1=CC=C(C=C21)OC(F)F)COCC[Si](C)(C)C (2-(5-difluoromethoxy-1H-indazol-3-yl)-5-(2-trimethylsilanyl-ethoxymethyl)-5H-pyrrolo[2,3-b]pyrazine-7-carboxylic acid tert-butylamide), BrCCCC(=O)OC (methyl 4-bromobutanoate), C([O-])([O-])=O.[Cs+].[Cs+] (cesium carbonate). Run in CN(C)C=O (DMF). Reaction conditions: temperature 100 celsius. The product is COC(CCCN1N=C(C2=CC(=CC=C12)OC(F)F)C=1N=C2C(=NC1)N(C=C2C(NC(C)(C)C)=O)COCC[Si](C)(C)C)=O (4-{3-[7-tert-butylcarbamoyl-5-(2-trimethylsilanyl-ethoxymethyl)-5H-pyrrolo[2,3-b]pyrazin-2-yl]-5-difluoromethoxy-indazol-1-yl}-butyric acid methyl ester). The yield is 82.6%. Reaction SMILES: [C:1]([NH:5][C:6]([C:8]1[C:16]2[C:11](=[N:12][CH:13]=[C:14]([C:17]3[C:25]4[C:20](=[CH:21][CH:22]=[C:23]([O:26][CH:27]([F:29])[F:28])[CH:24]=4)[NH:19][N:18]=3)[N:15]=2)[N:10]([CH2:30][O:31][CH2:32][CH2:33][Si:34]([CH3:37])([CH3:36])[CH3:35])[CH:9]=1)=[O:7])([CH3:4])([CH3:3])[CH3:2].Br[CH2:39][CH2:40][CH2:41][C:42]([O:44][CH3:45])=[O:43].C(=O)([O-])[O-].[Cs+].[Cs+]>CN(C=O)C>[CH3:45][O:44][C:42](=[O:43])[CH2:41][CH2:40][CH2:39][N:19]1[C:20]2[C:25](=[CH:24][C:23]([O:26][CH:27]([F:28])[F:29])=[CH:22][CH:21]=2)[C:17]([C:14]2[N:15]=[C:16]3[C:8]([C:6](=[O:7])[NH:5][C:1]([CH3:4])([CH3:3])[CH3:2])=[CH:9][N:10]([CH2:30][O:31][CH2:32][CH2:33][Si:34]([CH3:37])([CH3:36])[CH3:35])[C:11]3=[N:12][CH:13]=2)=[N:18]1 |f:2.3.4|. Reported procedure: A microwave vial was charged with 2-(5-difluoromethoxy-1H-indazol-3-yl)-5-(2-trimethylsilanyl-ethoxymethyl)-5H-pyrrolo[2,3-b]pyrazine-7-carboxylic acid tert-butylamide (100 mg, 0.19 mmol), methyl 4-bromobutanoate (69 mg, 0.38 mmol), cesium carbonate (184 mg, 0.57 mmol) and DMF (0.85 ml). The vial was flushed with argon, sealed and heated in a microwave reactor at 100° C. for 2 h. The reaction was quenched with water and extracted with diethyl ether (2×). The combined organic layers were washed t... The reactants are CN(C)C(=[N+](C)C)ON1C2=C(C=CC=C2)N=N1.[B-](F)(F)(F)F (TBTU), NCC(=O)N[C@H](CC1CCCCC1)C(=O)O (Glycyl-3-cyclohexyl-D-alanine), ketone, O1CCC2=C1C=CC(=C2)C(CS[C@@H]2[C@H](N(C2=O)C2=CC=C(C=C2)F)C2=CC=C(OCC(=O)O)C=C2)=O ({4-[(2R,3R)-3-{[2-(2,3-dihydro-1-benzofuran-5-yl)-2-oxoethyl]thio}-1-(4-fluorophenyl)-4-oxoazetidin-2-yl]phenoxy}acetic acid), CN1CCOCC1 (N-methylmorpholine). The solvent is CN(C)C=O (DMF), CN(C)C=O (DMF). Run at temperature 30 celsius, time 25 minute. Yields the product O1CCC2=C1C=CC(=C2)C(CS[C@@H]2[C@H](N(C2=O)C2=CC=C(C=C2)F)C2=CC=C(OCC(=O)NCC(=O)N[C@H](CC1CCCCC1)C(=O)O)C=C2)O (N-({4-[(2R,3R)-3-{[2-(2,3-dihydro-1-benzofuran-5-yl)-2-hydroxyethyl]thio}-1-(4-fluorophenyl)-4-oxoazetidin-2-yl]phenoxy}acetyl)glycyl-3-cyclohexyl-D-alanine). RXN SMILES: [O:1]1[C:5]2[CH:6]=[CH:7][C:8]([C:10](=[O:36])[CH2:11][S:12][C@H:13]3[C:16](=[O:17])[N:15]([C:18]4[CH:23]=[CH:22][C:21]([F:24])=[CH:20][CH:19]=4)[C@@H:14]3[C:25]3[CH:35]=[CH:34][C:28]([O:29][CH2:30][C:31](O)=[O:32])=[CH:27][CH:26]=3)=[CH:9][C:4]=2[CH2:3][CH2:2]1.CN1CCOCC1.CN(C(ON1N=NC2C=CC=CC1=2)=[N+](C)C)C.[B-](F)(F)(F)F.[NH2:66][CH2:67][C:68]([NH:70][C@@H:71]([C:79]([OH:81])=[O:80])[CH2:72][CH:73]1[CH2:78][CH2:77][CH2:76][CH2:75][CH2:74]1)=[O:69]>CN(C=O)C>[O:1]1[C:5]2[CH:6]=[CH:7][C:8]([CH:10]([OH:36])[CH2:11][S:12][C@H:13]3[C:16](=[O:17])[N:15]([C:18]4[CH:19]=[CH:20][C:21]([F:24])=[CH:22][CH:23]=4)[C@@H:14]3[C:25]3[CH:35]=[CH:34][C:28]([O:29][CH2:30][C:31]([NH:66][CH2:67][C:68]([NH:70][C@@H:71]([C:79]([OH:81])=[O:80])[CH2:72][CH:73]4[CH2:78][CH2:77][CH2:76][CH2:75][CH2:74]4)=[O:69])=[O:32])=[CH:27][CH:26]=3)=[CH:9][C:4]=2[CH2:3][CH2:2]1 |f:2.3|. Procedure details: To a stirred solution of {4-[(2R,3R)-3-{[2-(2,3-dihydro-1-benzofuran-5-yl)-2-oxoethyl]thio}-1-(4-fluorophenyl)-4-oxoazetidin-2-yl]phenoxy}acetic acid (Method 2) (15.7 mg, 0.031 mmol) in DMF (2 ml, dry) was added N-methylmorpholine (10 μl, 0.091 mmol). TBTU (13.1 mg, 0.041 mmol) and additional DMF (2 ml) were added and the reaction mixture was stirred under at 30° C. for 25 minutes. Glycyl-3-cyclohexyl-D-alanine (7.1 mg, 0.031 mmol) (Method 7) was added and the reaction mixture was stirred for 2 ...